Dataset: the Open Reaction Database (ORD), a public repository of structured organic reaction records. Task: describe an organic reaction: reactants, conditions, products, and yield Reactants: C1(=CC=CC=C1)C([C@@H](CO)O)C1=CC=CC=C1 ((2S)-3,3-diphenyl-propane-1,2-diol), C1=CC=C(C=C1)P(C2=CC=CC=C2)C3=CC=CC=C3 (Ph3P), CCOC(=O)/N=N/C(=O)OCC (DEAD). The solvent is C1=CC=CC=C1 (benzene). Product: C(C1=CC=CC=C1)(C1=CC=CC=C1)[C@@H]1OC1 ((2S)-2-benzhydryl-oxirane). Isolated yield 77.5%. As a reaction SMILES: [C:1]1([CH:7]([C:12]2[CH:17]=[CH:16][CH:15]=[CH:14][CH:13]=2)[C@H:8]([OH:11])[CH2:9]O)[CH:6]=[CH:5][CH:4]=[CH:3][CH:2]=1.C1C=CC(P(C2C=CC=CC=2)C2C=CC=CC=2)=CC=1.CCOC(/N=N/C(OCC)=O)=O>C1C=CC=CC=1>[CH:7]([C@H:8]1[CH2:9][O:11]1)([C:12]1[CH:17]=[CH:16][CH:15]=[CH:14][CH:13]=1)[C:1]1[CH:6]=[CH:5][CH:4]=[CH:3][CH:2]=1. Reported procedure: A solution of (2S)-3,3-diphenyl-propane-1,2-diol (3.5 g, 15.35 mmol), Ph3P (8.05 g, 30.7 mmol), and DEAD (5.4 g, 30.7 mmol) in benzene (50 ml) was refluxed for 24 h. Solvent was removed and the residue was diluted with ethyl ether (200 ml) to precipitate Ph2PO. The filtrate was concentrated and the residue was chromatographed on silica gel (hexane/ether=9:1) to give (2S)-2-benzhydryl-oxirane 23b 2.5 g (78%, ([α]D=(−)9.6, c=1, MeOH). The 1HNMR and 13CNMR were identical with (R)-isomer.